Dataset: the Open Reaction Database (ORD), a public repository of structured organic reaction records. Task: describe an organic reaction: reactants, conditions, products, and yield Reactants: C(C)OC(=O)C1(CC1)C1=CC=C(C=C1)C1=CC=C(C=C1)C1=C(C(=NO1)C)NC1=CC(=CC=C1)Br (1-{4′-[4-(3-bromo-phenylamino)-3-methyl-isoxazol-5-yl]-biphenyl-4-yl}-cyclopropanecarboxylic acid ethyl ester), COC1=NC=C(C=C1)B(O)O (2-methoxy-5-pyridineboronic acid). The product is C(C)OC(=O)C1(CC1)C1=CC=C(C=C1)C1=CC=C(C=C1)C1=C(C(=NO1)C)NC1=CC(=CC=C1)C=1C=NC(=CC1)OC (1-(4′-{4-[3-(6-Methoxy-pyridin-3-yl)-phenylamino]-3-methyl-isoxazol-5-yl}-biphenyl-4-yl)-cyclopropanecarboxylic acid ethyl ester). RXN SMILES: [CH2:1]([O:3][C:4]([C:6]1([C:9]2[CH:14]=[CH:13][C:12]([C:15]3[CH:20]=[CH:19][C:18]([C:21]4[O:25][N:24]=[C:23]([CH3:26])[C:22]=4[NH:27][C:28]4[CH:33]=[CH:32][CH:31]=[C:30](Br)[CH:29]=4)=[CH:17][CH:16]=3)=[CH:11][CH:10]=2)[CH2:8][CH2:7]1)=[O:5])[CH3:2].[CH3:35][O:36][C:37]1[CH:42]=[CH:41][C:40](B(O)O)=[CH:39][N:38]=1>>[CH2:1]([O:3][C:4]([C:6]1([C:9]2[CH:14]=[CH:13][C:12]([C:15]3[CH:20]=[CH:19][C:18]([C:21]4[O:25][N:24]=[C:23]([CH3:26])[C:22]=4[NH:27][C:28]4[CH:33]=[CH:32][CH:31]=[C:30]([C:40]5[CH:39]=[N:38][C:37]([O:36][CH3:35])=[CH:42][CH:41]=5)[CH:29]=4)=[CH:17][CH:16]=3)=[CH:11][CH:10]=2)[CH2:8][CH2:7]1)=[O:5])[CH3:2]. Procedure: Prepared according to the procedure described in Example 1, Step 10, using 1-{4′-[4-(3-bromo-phenylamino)-3-methyl-isoxazol-5-yl]-biphenyl-4-yl}-cyclopropanecarboxylic acid ethyl ester and 2-methoxy-5-pyridineboronic acid. The reactants are CCOC(=O)CN1C(=O)C(NC(=O)OC(C)(C)C)CC(O)C2CCCCC21, ClCCl, CCOC(C)=O, C(=NC1CCCCC1)=NC1CCCCC1, [Cl-]. Product: CCOC(=O)CN1C(=O)C(NC(=O)OC(C)(C)C)CCC2CCCCC21. As a reaction SMILES: [C:1]([CH3:2])([CH3:3])([CH3:4])[O:5][C:6](=[O:7])[NH:8][CH:9]1[C:10](=[O:27])[N:11]([CH2:21][C:22](=[O:23])[O:24][CH2:25][CH3:26])[CH:12]2[CH:13]([CH:14]([OH:16])[CH2:15]1)[CH2:17][CH2:18][CH2:19][CH2:20]2.[CH2:44]([Cl:45])[Cl:46].[CH3:47][CH2:48][O:49][C:50](=[O:51])[CH3:52].[CH:28]1([N:29]=[C:30]=[N:31][CH:32]2[CH2:33][CH2:34][CH2:35][CH2:36][CH2:37]2)[CH2:38][CH2:39][CH2:40][CH2:41][CH2:42]1.[Cl-:43]>>[C:1]([CH3:2])([CH3:3])([CH3:4])[O:5][C:6](=[O:7])[NH:8][CH:9]1[C:10](=[O:27])[N:11]([CH2:21][C:22](=[O:23])[O:24][CH2:25][CH3:26])[CH:12]2[CH:13]([CH2:14][CH2:15]1)[CH2:17][CH2:18][CH2:19][CH2:20]2. RXN SMILES: [CH3:24][N:25]([c:26]1[cH:27][cH:28][c:29]([NH2:32])[cH:30][cH:31]1)[CH3:33].[CH3:35][N:36]([CH3:37])[CH:38]=[O:39].[Cl-:1].[Cl:2][c:3]1[cH:4][cH:5][c:6](-[c:9]2[n:10][c:11]3[c:12]([n:13][cH:14][cH:15][cH:16]3)[n:17]2[CH2:18][C:19](=[O:20])[OH:21])[cH:7][cH:8]1.[ClH:22].[ClH:23].[OH2:34]>>[Cl:2][c:3]1[cH:4][cH:5][c:6](-[c:9]2[n:10][c:11]3[c:12]([n:13][cH:14][cH:15][cH:16]3)[n:17]2[CH2:18][C:19](=[O:21])[NH:32][c:29]2[cH:28][cH:27][c:26]([N:25]([CH3:24])[CH3:33])[cH:31][cH:30]2)[cH:7][cH:8]1. The product is CN(C)c1ccc(NC(=O)Cn2c(-c3ccc(Cl)cc3)nc3cccnc32)cc1. Reactants: CN(C)c1ccc(N)cc1, CN(C)C=O, [Cl-], O=C(O)Cn1c(-c2ccc(Cl)cc2)nc2cccnc21, Cl, Cl, O. The reactants are ClC(=O)OCC1=CC=C(C=C1)[N+](=O)[O-] (4-nitrobenzyl chloroformate), COC1=CC=C(CS[C@H]2C[C@@](NC2)(C(=O)OCC2=CC=C(C=C2)[N+](=O)[O-])C(=O)N2C(CNCC2)C)C=C1 ((2S,4S)-4-(4-methoxybenzylthio)-2-(2-methylpiperazin-1-yl-carbonyl)-2-(4-nitrobenzyloxycarbonyl)pyrrolidine). The reagents and catalysts are CN(C1=CC=NC=C1)C (4-dimethylaminopyridine). Run in C(C)#N (acetonitrile), C(C)#N (acetonitrile). Conditions: time 30 minute. Product: COC1=CC=C(CS[C@H]2C[C@H](N(C2)C(=O)OCC2=CC=C(C=C2)[N+](=O)[O-])C(=O)N2C(CN(CC2)C(=O)OCC2=CC=C(C=C2)[N+](=O)[O-])C)C=C1 ((2S,4S)-4-(4-Methoxybenzylthio)-2-[2-methyl-4-(4-nitrobenzyloxycarbonyl)piperazin-1-ylcarbonyl]-1-(4-nitrobenzyloxycarbonyl)pyrrolidine). Isolated yield 154.3%. As a reaction SMILES: [CH3:1][O:2][C:3]1[CH:37]=[CH:36][C:6]([CH2:7][S:8][C@@H:9]2[CH2:13][NH:12][C@@:11]([C:27]([N:29]3[CH2:34][CH2:33][NH:32][CH2:31][CH:30]3[CH3:35])=[O:28])(C(OCC3C=CC([N+]([O-])=O)=CC=3)=O)[CH2:10]2)=[CH:5][CH:4]=1.Cl[C:39]([O:41][CH2:42][C:43]1[CH:48]=[CH:47][C:46]([N+:49]([O-:51])=[O:50])=[CH:45][CH:44]=1)=[O:40]>CN(C)C1C=CN=CC=1.C(#N)C>[CH3:1][O:2][C:3]1[CH:4]=[CH:5][C:6]([CH2:7][S:8][C@@H:9]2[CH2:13][N:12]([C:39]([O:41][CH2:42][C:43]3[CH:48]=[CH:47][C:46]([N+:49]([O-:51])=[O:50])=[CH:45][CH:44]=3)=[O:40])[C@H:11]([C:27]([N:29]3[CH2:34][CH2:33][N:32]([C:39]([O:41][CH2:42][C:43]4[CH:44]=[CH:45][C:46]([N+:49]([O-:51])=[O:50])=[CH:47][CH:48]=4)=[O:40])[CH2:31][CH:30]3[CH3:35])=[O:28])[CH2:10]2)=[CH:36][CH:37]=1. Procedure: 0.51 g of 4-dimethylaminopyridine was added dropwise at room temperature to a solution of 1.83 g of (2S,4S)-4-(4-methoxybenzylthio)-2-(2-methylpiperazin-1-yl-carbonyl)-2-(4-nitrobenzyloxycarbonyl)pyrrolidine [prepared as described in step (ii) above] in 25 ml of dry acetonitrile, and then a solution of 0.90 g of 4-nitrobenzyl chloroformate in 15 ml of dry acetonitrile was added dropwise to the resulting mixture, whilst ice-cooling. The reaction mixture was stirred at room temperature for 30 minu... The reactants are [Br-], CC(=O)c1c(C#N)nn(-c2c(Cl)cc(C(F)(F)F)cc2Cl)c1N, C1COCCO1, O. Product: N#Cc1nn(-c2c(Cl)cc(C(F)(F)F)cc2Cl)c(N)c1C(=O)CBr. As a reaction SMILES: [Br-:24].[C:1]([CH3:2])(=[O:3])[c:4]1[c:5]([C:22]#[N:23])[n:6][n:7](-[c:10]2[c:11]([Cl:21])[cH:12][c:13]([C:17]([F:18])([F:19])[F:20])[cH:14][c:15]2[Cl:16])[c:8]1[NH2:9].[O:26]1[CH2:27][CH2:28][O:29][CH2:30][CH2:31]1.[OH2:25]>>[C:1]([CH2:2][Br:24])(=[O:3])[c:4]1[c:5]([C:22]#[N:23])[n:6][n:7](-[c:10]2[c:11]([Cl:21])[cH:12][c:13]([C:17]([F:18])([F:19])[F:20])[cH:14][c:15]2[Cl:16])[c:8]1[NH2:9]. Reactants: [BH3-]C#N.[Na+] (NaCNBH3), FC(C1=C(C=CC=C1)C1=CC=C(C=C1)CCC=1C=C2C=CNC2=CC1)(F)F (5-(2-(2′-(Trifluoromethyl)biphenyl-4-yl)ethyl)-1H-indole), C(=O)(O)[O-].[Na+] (NaHCO3). Run in CC(=O)O (AcOH). Reaction conditions: time 1 hour. The product is FC(C1=C(C=CC=C1)C1=CC=C(C=C1)CCC=1C=C2CCNC2=CC1)(F)F (5-(2-(2′-(Trifluoromethyl)biphenyl-4-yl)ethyl)indoline). Yield: 75.4%. As a reaction SMILES: [F:1][C:2]([F:27])([F:26])[C:3]1[CH:8]=[CH:7][CH:6]=[CH:5][C:4]=1[C:9]1[CH:14]=[CH:13][C:12]([CH2:15][CH2:16][C:17]2[CH:18]=[C:19]3[C:23](=[CH:24][CH:25]=2)[NH:22][CH:21]=[CH:20]3)=[CH:11][CH:10]=1.[BH3-]C#N.[Na+].C([O-])(O)=O.[Na+]>CC(O)=O>[F:27][C:2]([F:1])([F:26])[C:3]1[CH:8]=[CH:7][CH:6]=[CH:5][C:4]=1[C:9]1[CH:10]=[CH:11][C:12]([CH2:15][CH2:16][C:17]2[CH:18]=[C:19]3[C:23](=[CH:24][CH:25]=2)[NH:22][CH2:21][CH2:20]3)=[CH:13][CH:14]=1 |f:1.2,3.4|. Procedure details: The product of Step C (0.24 g, 0.65 mmol) was dissolved in AcOH (2 ml) and NaCNBH3 (0.082 g, 1.3 mmol) was added in portions. The mixture was stirred for 1 h and then poured into an aqueous solution of NaHCO3 and extracted with EtOAc (50 ml). The organic layer was separated, dried over MgSO4 and filtered. The filtrate was evaporated to dryness and the residue was purified by FCC (SiO2) to give the desired product (0.18 g, 75%), as pale paste. 1H-NMR (CDCl3) 2.81-2.94 (m, 4H); 3.0 (tr, 2H, J=7.22...